Dataset: the Open Reaction Database (ORD), a public repository of structured organic reaction records. Task: describe an organic reaction: reactants, conditions, products, and yield Starting materials: Cc1nc(CO[Si](C(C)C)(C(C)C)C(C)C)ccc1C#N, NO. The product is Cc1nc(CO[Si](C(C)C)(C(C)C)C(C)C)ccc1C(N)=NO. RXN SMILES: [CH3:1][c:2]1[c:3]([C:4]#[N:5])[cH:6][cH:7][c:8]([CH2:10][O:11][Si:12]([CH:13]([CH3:14])[CH3:15])([CH:16]([CH3:17])[CH3:18])[CH:19]([CH3:20])[CH3:21])[n:9]1.[NH2:22][OH:23]>>[CH3:1][c:2]1[c:3]([C:4]([NH2:5])=[N:22][OH:23])[cH:6][cH:7][c:8]([CH2:10][O:11][Si:12]([CH:13]([CH3:14])[CH3:15])([CH:16]([CH3:17])[CH3:18])[CH:19]([CH3:20])[CH3:21])[n:9]1.